The task is: describe an organic reaction: reactants, conditions, products, and yield. This data is from the Open Reaction Database (ORD), a public repository of structured organic reaction records. The reactants are OC1=C(C(=O)OCC=C)C=CC(=C1)OCC(=O)C1=CC=2C(CCC(C2C=C1)(C)C)(C)C (allyl 2-hydroxy-4-(5,6,7,8-tetrahydro-5,5,8,8-tetramethyl-2-naphthoyl methoxy)benzoate), [H-].[Na+] (sodium hydride), O (water), COCCOCCl (2-methoxy ethoxymethyl chloride). Procedure: 1.65 g (55 mmol) of sodium hydride (80% in oil) and 50 ml of DMF are introduced into a flask. A solution of 23.6 g (50 mmol) of allyl 2-hydroxy-4-(5,6,7,8-tetrahydro-5,5,8,8-tetramethyl-2-naphthoyl methoxy)benzoate in 200 ml of DMF is added dropwise and the mixture is stirred until evolution of gas has ceased. 6.3 ml (55 mmol) of 2-methoxy ethoxymethyl chloride are then added dropwise and the reaction mixture is stirred for 2 hours. It is poured into water and extracted with ethyl ether, and the... The product is COCCOCOC1=C(C(=O)OCC2=CC=CC=C2)C=CC(=C1)OCC(=O)C1=CC=2C(CCC(C2C=C1)(C)C)(C)C (Benzyl 2-(2-methoxyethoxymethoxy)-4-(5,6,7,8-tetrahydro-5,5,8,8-tetramethyl-2-naphthoylmethoxy)benzoate). RXN SMILES: [H-].[Na+].[OH:3][C:4]1[CH:15]=[C:14]([O:16][CH2:17][C:18]([C:20]2[CH:29]=[CH:28][C:27]3[C:26]([CH3:31])([CH3:30])[CH2:25][CH2:24][C:23]([CH3:33])([CH3:32])[C:22]=3[CH:21]=2)=[O:19])[CH:13]=[CH:12][C:5]=1[C:6]([O:8][CH2:9][CH:10]=[CH2:11])=[O:7].[CH3:34][O:35][CH2:36][CH2:37][O:38][CH2:39]Cl.O>CN(C=O)C>[CH3:34][O:35][CH2:36][CH2:37][O:38][CH2:39][O:3][C:4]1[CH:15]=[C:14]([O:16][CH2:17][C:18]([C:20]2[CH:29]=[CH:28][C:27]3[C:26]([CH3:31])([CH3:30])[CH2:25][CH2:24][C:23]([CH3:33])([CH3:32])[C:22]=3[CH:21]=2)=[O:19])[CH:13]=[CH:12][C:5]=1[C:6]([O:8][CH2:9][C:10]1[CH:6]=[CH:5][CH:4]=[CH:15][CH:11]=1)=[O:7] |f:0.1|. Run in CN(C)C=O (DMF), CN(C)C=O (DMF). Reactants: Brc1cc2ccccc2o1, CCCC[Sn](CCCC)(CCCC)c1ccccn1, [Cl-], [Cu]I, [Li+], CN(C)C=O, O, c1ccc(P(c2ccccc2)c2ccccc2)cc1. Product: c1ccc(-c2cc3ccccc3o2)nc1. As a reaction SMILES: [Br:1][c:2]1[o:3][c:4]2[c:5]([cH:6]1)[cH:7][cH:8][cH:9][cH:10]2.[CH2:11]([Sn:12]([CH2:13][CH2:14][CH2:15][CH3:22])([c:16]1[n:17][cH:18][cH:19][cH:20][cH:21]1)[CH2:23][CH2:24][CH2:25][CH3:26])[CH2:27][CH2:28][CH3:29].[Cl-:50].[Cu:56][I:57].[Li+:49].[O:51]=[CH:52][N:53]([CH3:54])[CH3:55].[OH2:58].[c:30]1([P:31]([c:32]2[cH:33][cH:34][cH:35][cH:36][cH:37]2)[c:38]2[cH:39][cH:40][cH:41][cH:42][cH:43]2)[cH:44][cH:45][cH:46][cH:47][cH:48]1>>[c:2]1(-[c:16]2[n:17][cH:18][cH:19][cH:20][cH:21]2)[o:3][c:4]2[c:5]([cH:6]1)[cH:7][cH:8][cH:9][cH:10]2. Reactants: COC(=O)Cc1ccc(C(=N)NO)cc1, Cl. Product: N=C(NO)c1ccc(CC(=O)O)cc1. Reaction SMILES: [CH3:1][O:2][C:3]([CH2:4][c:5]1[cH:6][cH:7][c:8]([C:11]([NH:12][OH:13])=[NH:14])[cH:9][cH:10]1)=[O:15].[ClH:16]>>[O:2]=[C:3]([CH2:4][c:5]1[cH:6][cH:7][c:8]([C:11]([NH:12][OH:13])=[NH:14])[cH:9][cH:10]1)[OH:15]. The reactants are ClC1=C(C=C(C(=O)O)C=C1S(N)(=O)=O)[N+](=O)[O-] (4-chloro-3-nitro-5-sulphamyl-benzoic acid), FC(C=1C=C(C=CC1)O)(F)F (m-trifluoromethylphenol), Cl (hydrochloric acid). The solvent is C([O-])(O)=O.[Na+] (sodium bicarbonate). Conditions: temperature 95 celsius, time 6 hour. Yields the product [N+](=O)([O-])C=1C=C(C(=O)O)C=C(C1OC1=CC(=CC=C1)C(F)(F)F)S(N)(=O)=O (3-nitro-5-sulphamyl-4-(m-trifluoromethylphenoxy)-benzoic acid). As a reaction SMILES: Cl[C:2]1[C:10]([S:11](=[O:14])(=[O:13])[NH2:12])=[CH:9][C:5]([C:6]([OH:8])=[O:7])=[CH:4][C:3]=1[N+:15]([O-:17])=[O:16].[F:18][C:19]([F:28])([F:27])[C:20]1[CH:21]=[C:22]([OH:26])[CH:23]=[CH:24][CH:25]=1.Cl>C(=O)(O)[O-].[Na+]>[N+:15]([C:3]1[CH:4]=[C:5]([CH:9]=[C:10]([S:11](=[O:14])(=[O:13])[NH2:12])[C:2]=1[O:26][C:22]1[CH:23]=[CH:24][CH:25]=[C:20]([C:19]([F:18])([F:27])[F:28])[CH:21]=1)[C:6]([OH:8])=[O:7])([O-:17])=[O:16] |f:3.4|. Procedure: A mixture of 4-chloro-3-nitro-5-sulphamyl-benzoic acid (7 g), m-trifluoromethylphenol (20 g), and 1N sodium bicarbonate (100 ml) was stirred at 95° C for 6 hours. Then the reaction mixture was acidified by the addition of 4N hydrochloric acid and the excess of trifluoromethylphenol was removed by steam distillation. After cooling, the precipitated 3-nitro-5-sulphamyl-4-(m-trifluoromethylphenoxy)-benzoic acid was collected by suction and recrystallized several times from methanol-water. The melti... The reactants are ClC1=CC=C(C=C1)C1=CC(=NC=C1OCC(F)(F)F)C(=O)O (4-(4-chloro-phenyl)-5-(2,2,2-trifluoro-ethoxy)-pyridine-2-carboxylic acid), CC(C)C=1SC=C(N1)CN (2-(1-methylethyl)-4-thiazole-methanamine). Product: C(C)(C)C=1SC=C(N1)CNC(=O)C1=NC=C(C(=C1)C1=CC=C(C=C1)Cl)OCC(F)(F)F (4-(4-chloro-phenyl)-5-(2,2,2-trifluoro-ethoxy)-pyridine-2-carboxylic acid (2-isopropyl-thiazol-4-ylmethyl)-amide). RXN SMILES: [Cl:1][C:2]1[CH:7]=[CH:6][C:5]([C:8]2[C:13]([O:14][CH2:15][C:16]([F:19])([F:18])[F:17])=[CH:12][N:11]=[C:10]([C:20]([OH:22])=O)[CH:9]=2)=[CH:4][CH:3]=1.[CH3:23][CH:24]([C:26]1[S:27][CH:28]=[C:29]([CH2:31][NH2:32])[N:30]=1)[CH3:25]>>[CH:24]([C:26]1[S:27][CH:28]=[C:29]([CH2:31][NH:32][C:20]([C:10]2[CH:9]=[C:8]([C:5]3[CH:4]=[CH:3][C:2]([Cl:1])=[CH:7][CH:6]=3)[C:13]([O:14][CH2:15][C:16]([F:18])([F:19])[F:17])=[CH:12][N:11]=2)=[O:22])[N:30]=1)([CH3:25])[CH3:23]. Reported procedure: The title compound was synthesized in analogy to Example 1, using 4-(4-chloro-phenyl)-5-(2,2,2-trifluoro-ethoxy)-pyridine-2-carboxylic acid (example D) and 2-(1-methylethyl)-4-thiazole-methanamine, as starting materials; LC-MS (UV peak area/ESI) 80%, 470.902 (M+H)+. Starting materials: C=1C=CC2=C(C1)N=NN2O (HOBt), NC=1C=NC=CC1 (3-aminopyridine), Intermediate 72, Cl.FC1=C(OC2CNCC2)C=C(C=C1)F (3-(2,5-difluoro-phenoxy)-pyrrolidine hydrochloride), CCN(C(C)C)C(C)C (DIPEA), N1=CC(=CC=C1)N1N=NC(=C1)C(=O)NCC(=O)O ([(1-pyridin-3-yl-1H-[1,2,3]triazole-4-carbonyl)-amino]-acetic acid), Intermediate 64, CCN=C=NCCCN(C)C (EDCI). Solvent: O (water), CN(C)C=O (DMF). Conditions: time 2 minute. Yields the product FC1=C(OC2CN(CC2)C(CNC(=O)C=2N=NN(C2)C=2C=NC=CC2)=O)C=C(C=C1)F (1-pyridin-3-yl-1H-[1,2,3]triazole-4-carboxylic acid {2-[3-(2,5-difluoro-phenoxy)-pyrrolidin-1-yl]-2-oxo-ethyl}-amide). The yield is 37.2%. As a reaction SMILES: CCN(C(C)C)C(C)C.[N:10]1[CH:15]=[CH:14][CH:13]=[C:12]([N:16]2[CH:20]=[C:19]([C:21]([NH:23][CH2:24][C:25]([OH:27])=O)=[O:22])[N:18]=[N:17]2)[CH:11]=1.NC1C=NC=CC=1.C1C=CC2N(O)N=NC=2C=1.CCN=C=NCCCN(C)C.Cl.[F:57][C:58]1[CH:69]=[CH:68][C:67]([F:70])=[CH:66][C:59]=1[O:60][CH:61]1[CH2:65][CH2:64][NH:63][CH2:62]1>CN(C=O)C.O>[F:57][C:58]1[CH:69]=[CH:68][C:67]([F:70])=[CH:66][C:59]=1[O:60][CH:61]1[CH2:65][CH2:64][N:63]([C:25](=[O:27])[CH2:24][NH:23][C:21]([C:19]2[N:18]=[N:17][N:16]([C:12]3[CH:11]=[N:10][CH:15]=[CH:14][CH:13]=3)[CH:20]=2)=[O:22])[CH2:62]1 |f:5.6|. Procedure details: DIPEA (156.8 mg, 1.2 mmol) was added to a stirred solution of [(1-pyridin-3-yl-1H-[1,2,3]triazole-4-carbonyl)-amino]-acetic acid (prepared by the method used for the synthesis of Intermediate 64, starting from 3-aminopyridine, and subsequently, application of Step 3 of the General Scheme) (75 mg, 0.3 mmol) in DMF (3 mL) followed by HOBt (45 mg, 0.33 mmol) and EDCI (116 mg, 0.6 mmol). After 2 minutes of stirring, 3-(2,5-difluoro-phenoxy)-pyrrolidine hydrochloride (prepared by the method used for ... RXN SMILES: [Cl:1][C:2]1[C:11]2[C:6](=[N:7][C:8]([CH3:15])=[C:9]([O:12][CH2:13][CH3:14])[CH:10]=2)[N:5]=[CH:4][C:3]=1[C:16]([O:18][CH2:19][CH3:20])=[O:17].[O:21]([C:28]1[CH:34]=[CH:33][C:31]([NH2:32])=[CH:30][CH:29]=1)[C:22]1[CH:27]=[CH:26][CH:25]=[CH:24][CH:23]=1>>[ClH:1].[CH2:13]([O:12][C:9]1[CH:10]=[C:11]2[C:6](=[N:7][C:8]=1[CH3:15])[N:5]=[CH:4][C:3]([C:16]([O:18][CH2:19][CH3:20])=[O:17])=[C:2]2[NH:32][C:31]1[CH:30]=[CH:29][C:28]([O:21][C:22]2[CH:27]=[CH:26][CH:25]=[CH:24][CH:23]=2)=[CH:34][CH:33]=1)[CH3:14] |f:2.3|. The solvent is IMS. Reactants: ClC1=C(C=NC2=NC(=C(C=C12)OCC)C)C(=O)OCC (ethyl 4-chloro-6-ethoxy-7-methyl-1,8-naphthyridine-3-carboxylate), O(C1=CC=CC=C1)C1=CC=C(N)C=C1 (4-phenoxyaniline). Reported procedure: In a similar manner to Example 1, a mixture of ethyl 4-chloro-6-ethoxy-7-methyl-1,8-naphthyridine-3-carboxylate (1.93 g) and 4-phenoxyaniline (1.33 g) in IMS (40 ml) was boiled under reflux for 2 hours to give ethyl 6-ethoxy-7-methyl-4-(4-phenoxyanilino)-1,8-naphthyridine-3-carboxylate hydrochloride, m.p. 213°-215° C. Active (1/2) at 30 mg/kg. Product: Cl.C(C)OC=1C=C2C(=C(C=NC2=NC1C)C(=O)OCC)NC1=CC=C(C=C1)OC1=CC=CC=C1 (ethyl 6-ethoxy-7-methyl-4-(4-phenoxyanilino)-1,8-naphthyridine-3-carboxylate hydrochloride). The reactants are COC(=O)C1(CCCC1)NC(=O)C1=C(C2=CC=CC=C2C=C1)OCC1COC2=C(O1)C=CC=C2 (1-{[1-(2,3-dihydro-benzo[1,4]dioxin-2-ylmethoxy)-naphthalene-2-carbonyl]-amino}-cyclopentanecarboxylic acid methyl ester), Cl (hydrochloric acid). Run in C1CCOC1 (THF), [OH-].[Na+] (sodium hydroxide), CO (methanol). Product: O1C(COC2=C1C=CC=C2)COC2=C(C=CC1=CC=CC=C21)C(=O)NC2(CCCC2)C(=O)O (1-{[1-(2,3-dihydro-benzo[1,4]dioxin-2-ylmethoxy)-naphthalene-2-carbonyl]-amino}-cyclopentanecarboxylic acid). Isolated yield 50.5%. Reaction SMILES: C[O:2][C:3]([C:5]1([NH:10][C:11]([C:13]2[CH:22]=[CH:21][C:20]3[C:15](=[CH:16][CH:17]=[CH:18][CH:19]=3)[C:14]=2[O:23][CH2:24][CH:25]2[O:30][C:29]3[CH:31]=[CH:32][CH:33]=[CH:34][C:28]=3[O:27][CH2:26]2)=[O:12])[CH2:9][CH2:8][CH2:7][CH2:6]1)=[O:4].Cl>C1COCC1.[OH-].[Na+].CO>[O:30]1[C:29]2[CH:31]=[CH:32][CH:33]=[CH:34][C:28]=2[O:27][CH2:26][CH:25]1[CH2:24][O:23][C:14]1[C:15]2[C:20](=[CH:19][CH:18]=[CH:17][CH:16]=2)[CH:21]=[CH:22][C:13]=1[C:11]([NH:10][C:5]1([C:3]([OH:4])=[O:2])[CH2:9][CH2:8][CH2:7][CH2:6]1)=[O:12] |f:3.4|. Procedure: 96 mg 1-{[1-(2,3-dihydro-benzo[1,4]dioxin-2-ylmethoxy)-naphthalene-2-carbonyl]-amino}-cyclopentanecarboxylic acid methyl ester in 0.5 ml THF, 0.62 ml of 2 M sodium hydroxide and 1.4 ml methanol were reacted in a microwave at 120° C. for 6 min. The reaction was then acidified with 2 M hydrochloric acid and extracted with ethyl acetate twice. The combined organic layers were dried over magnesium sulphate, and concentrated to yield 47 mg of 1-{[1-(2,3-dihydro-benzo[1,4]dioxin-2-ylmethoxy)-naphthale... Reactants: [N+](=O)([O-])C=1C=NNC1 (4-nitro-1H-pyrazole), C(=O)([O-])[O-].[Cs+].[Cs+] (Cs2CO3), C(=O)(OC(C)(C)C)NCCBr (2-(boc-amino)ethyl bromide). Solvent: CC#N (MeCN), C(Cl)Cl (DCM). Run at temperature 80 celsius. The product is C(C)(C)(C)OC(NCCN1N=CC(=C1)[N+](=O)[O-])=O (tert-butyl(2-(4-nitro-1H-pyrazol-1-yl)ethyl)carbamate). Reaction SMILES: [N+:1]([C:4]1[CH:5]=[N:6][NH:7][CH:8]=1)([O-:3])=[O:2].C([O-])([O-])=O.[Cs+].[Cs+].[C:15]([NH:22][CH2:23][CH2:24]Br)([O:17][C:18]([CH3:21])([CH3:20])[CH3:19])=[O:16]>CC#N.C(Cl)Cl>[C:18]([O:17][C:15](=[O:16])[NH:22][CH2:23][CH2:24][N:6]1[CH:5]=[C:4]([N+:1]([O-:3])=[O:2])[CH:8]=[N:7]1)([CH3:21])([CH3:20])[CH3:19] |f:1.2.3|. Reported procedure: To a solution of 4-nitro-1H-pyrazole (2.50 g, 21.45 mmol) in MeCN (30 mL), Cs2CO3 (8.39 g, 25.74 mmol) and 2-(boc-amino)ethyl bromide (5.45 g, 23.59 mmol) was added. The resulting mixture was refluxed (80° C.) for 1.5 h, then the reaction mixture was allowed to reach rt. The mixture was diluted with DCM, filtered, the filter cake was washed with DCM and the filtrate was concentrated in vacuo. The residue was partitionned between water and EtOAc, the org. layer was separated and the aq. layer was... Starting materials: Cc1cc(Nc2cc3ccc(Br)cc3c(Cl)n2)n[nH]1, CC(C)O. Yields the product Cc1cc(Nc2cc3ccc(Br)cc3c(OC(C)C)n2)n[nH]1. As a reaction SMILES: [Br:1][c:2]1[cH:3][cH:4][c:5]2[cH:6][c:7]([NH:13][c:14]3[n:15][nH:16][c:17]([CH3:19])[cH:18]3)[n:8][c:9]([Cl:12])[c:10]2[cH:11]1.[CH:20]([CH3:21])([CH3:22])[OH:23]>>[Br:1][c:2]1[cH:3][cH:4][c:5]2[cH:6][c:7]([NH:13][c:14]3[n:15][nH:16][c:17]([CH3:19])[cH:18]3)[n:8][c:9]([O:23][CH:20]([CH3:21])[CH3:22])[c:10]2[cH:11]1.